Dataset: the Open Reaction Database (ORD), a public repository of structured organic reaction records. Task: describe an organic reaction: reactants, conditions, products, and yield Reactants: O=C([O-])O, N#Cc1ccc(S(=O)(=O)Cl)cc1, [Na+], [Na+], [Na+], O=S([O-])[O-]. Product: N#Cc1ccc(S(=O)[O-])cc1, [Na+]. Reaction SMILES: [C:1](=[O:2])([O-:3])[OH:4].[C:6](#[N:7])[c:8]1[cH:9][cH:10][c:11]([S:14](=[O:15])(=[O:16])[Cl:17])[cH:12][cH:13]1.[Na+:22].[Na+:23].[Na+:5].[S:18]([O-:19])([O-:20])=[O:21]>>[C:6](#[N:7])[c:8]1[cH:9][cH:10][c:11]([S:14](=[O:15])[O-:16])[cH:12][cH:13]1.[Na+:5]. Starting materials: ClC=1C=C(C=NC1O[C@@H](C(F)(F)F)C)O (5-chloro-6-[(1R)-2,2,2-trifluoro-1-methylethoxy]pyridin-3-ol), ClC=1C(=CC(=C(C(=O)OC2=CC=C(C=C2)C)C1)F)F (4-methylphenyl 5-chloro-2,4-difluorobenzoate), C(=O)([O-])[O-].[K+].[K+] (K2CO3). Solvent: CS(=O)C (DMSO). Conditions: time 5 hour. Yields the product ClC=1C(=CC(=C(C(=O)OC2=CC=C(C=C2)C)C1)F)OC=1C=NC(=C(C1)Cl)O[C@@H](C(F)(F)F)C (4-methylphenyl 5-chloro-4-({5-chloro-6-[(1R)-2,2,2-trifluoro-1-methylethoxy]pyridin-3-yl}oxy)-2-fluorobenzoate). The yield is 98.9%. RXN SMILES: [Cl:1][C:2]1[CH:3]=[C:4]([OH:15])[CH:5]=[N:6][C:7]=1[O:8][C@H:9]([CH3:14])[C:10]([F:13])([F:12])[F:11].[Cl:16][C:17]1[C:18](F)=[CH:19][C:20]([F:33])=[C:21]([CH:32]=1)[C:22]([O:24][C:25]1[CH:30]=[CH:29][C:28]([CH3:31])=[CH:27][CH:26]=1)=[O:23].C([O-])([O-])=O.[K+].[K+]>CS(C)=O>[Cl:16][C:17]1[C:18]([O:15][C:4]2[CH:5]=[N:6][C:7]([O:8][C@H:9]([CH3:14])[C:10]([F:11])([F:12])[F:13])=[C:2]([Cl:1])[CH:3]=2)=[CH:19][C:20]([F:33])=[C:21]([CH:32]=1)[C:22]([O:24][C:25]1[CH:30]=[CH:29][C:28]([CH3:31])=[CH:27][CH:26]=1)=[O:23] |f:2.3.4|. Procedure: To a mixture of 5-chloro-6-[(1R)-2,2,2-trifluoro-1-methylethoxy]pyridin-3-ol (Preparation 235, 360 mg, 0.86 mmol) and 4-methylphenyl 5-chloro-2,4-difluorobenzoate (Preparation 12, 242 mg, 0.86 mmol) in DMSO (2 mL) was added K2CO3 (237 mg, 1.7 mmol) at room temperature under N2 and the resulting mixture was stirred for 5 hours. The reaction was quenched with water and extracted with DCM (3×5 mL). The mixture was filtered through a phase separation cartridge. The combined organic phases were washe...